This data is from the Open Reaction Database (ORD), a public repository of structured organic reaction records. The task is: describe an organic reaction: reactants, conditions, products, and yield Reactants: N=1N=NN2C1C=CC(=C2)[C@H]2OC2 ((R)-2-(tetrazolo[1,5-a]pyrid-6-yl)oxirane), C1(CC1)N (cyclopropyl amine). Run in C(C)O (ethanol). Run at temperature 100 celsius. The product is C1(CC1)NC[C@H](O)C=1C=CC=2N(C1)N=NN2 ((R)-α[[(Cyclopropyl)amino]methyl]tetrazolo[1,5-a]pyridine-6-methanol). Yield: 70.3%. As a reaction SMILES: [N:1]1[N:2]=[N:3][N:4]2[CH:9]=[C:8]([C@@H:10]3[CH2:12][O:11]3)[CH:7]=[CH:6][C:5]=12.[CH:13]1([NH2:16])[CH2:15][CH2:14]1>C(O)C>[CH:13]1([NH:16][CH2:12][C@@H:10]([C:8]2[CH:7]=[CH:6][C:5]3[N:4]([N:3]=[N:2][N:1]=3)[CH:9]=2)[OH:11])[CH2:15][CH2:14]1. Procedure details: A solution of 375 mg (2.31 mmol) of (R)-2-(tetrazolo[1,5-a]pyrid-6-yl)oxirane and 652 mg (11.4 mmol) of cyclopropyl amine in 0.9 ml of absolute ethanol in a sealed reaction tube was heated at 100° C. for 3 hours. The reaction mixture was concentrated to dryness to yield 452 mg of crude product. Chromatography on silica gel (90:10:1 methylene chloride:methanol:conc. ammonium hydroxide) afforded 356 mg of product, m.p. 137°-39°. Starting materials: CCO, [H][H], CC(C)(C)c1cc(-c2ccc([N+](=O)[O-])cc2)cc(C(C)(C)C)c1O. Product: CC(C)(C)c1cc(-c2ccc(N)cc2)cc(C(C)(C)C)c1O. Reaction SMILES: [CH3:27][CH2:28][OH:29].[H:25][H:26].[N+:1]([O-:2])(=[O:3])[c:4]1[cH:5][cH:6][c:7](-[c:10]2[cH:11][c:12]([C:21]([CH3:22])([CH3:23])[CH3:24])[c:13]([OH:20])[c:14]([C:16]([CH3:17])([CH3:18])[CH3:19])[cH:15]2)[cH:8][cH:9]1>>[NH2:1][c:4]1[cH:5][cH:6][c:7](-[c:10]2[cH:11][c:12]([C:21]([CH3:22])([CH3:23])[CH3:24])[c:13]([OH:20])[c:14]([C:16]([CH3:17])([CH3:18])[CH3:19])[cH:15]2)[cH:8][cH:9]1. The product is Cn1c(=O)c2c(nc(Cl)n2Cc2ccccc2C#N)n(COCC[Si](C)(C)C)c1=O. Reaction SMILES: [CH3:1][n:2]1[c:3](=[O:4])[n:5]([CH2:22][O:23][CH2:24][CH2:25][Si:26]([CH3:27])([CH3:28])[CH3:29])[c:6]2[n:7][cH:8][n:9]([CH2:13][c:14]3[c:15]([C:20]#[N:21])[cH:16][cH:17][cH:18][cH:19]3)[c:10]2[c:11]1=[O:12].[Cl:30][N:31]1[C:32](=[O:33])[CH2:34][CH2:35][C:36]1=[O:37].[Cl:38][CH:39]([Cl:40])[CH3:41]>>[CH3:1][n:2]1[c:3](=[O:4])[n:5]([CH2:22][O:23][CH2:24][CH2:25][Si:26]([CH3:27])([CH3:28])[CH3:29])[c:6]2[n:7][c:8]([Cl:30])[n:9]([CH2:13][c:14]3[c:15]([C:20]#[N:21])[cH:16][cH:17][cH:18][cH:19]3)[c:10]2[c:11]1=[O:12]. Starting materials: Cn1c(=O)c2c(ncn2Cc2ccccc2C#N)n(COCC[Si](C)(C)C)c1=O, O=C1CCC(=O)N1Cl, CC(Cl)Cl. RXN SMILES: [CH2:1]([C:3]([C:21]1[S:25][C:24]([C:26](O)=[O:27])=[C:23]([CH3:29])[CH:22]=1)([C:6]1[CH:11]=[CH:10][C:9]([O:12][CH2:13][CH:14]([OH:19])[C:15]([CH3:18])([CH3:17])[CH3:16])=[C:8]([CH3:20])[CH:7]=1)[CH2:4][CH3:5])[CH3:2].Cl.[CH3:31][O:32][C:33](=[O:38])[C:34]([NH2:37])([CH3:36])[CH3:35]>>[CH3:31][O:32][C:33](=[O:38])[C:34]([NH:37][C:26]([C:24]1[S:25][C:21]([C:3]([CH2:4][CH3:5])([C:6]2[CH:11]=[CH:10][C:9]([O:12][CH2:13][CH:14]([OH:19])[C:15]([CH3:18])([CH3:17])[CH3:16])=[C:8]([CH3:20])[CH:7]=2)[CH2:1][CH3:2])=[CH:22][C:23]=1[CH3:29])=[O:27])([CH3:36])[CH3:35] |f:1.2|. The reactants are C(C)C(CC)(C1=CC(=C(C=C1)OCC(C(C)(C)C)O)C)C1=CC(=C(S1)C(=O)O)C (5-{1-Ethyl-1-[4-(2-hydroxy-3,3-dirnethyl-butoxy)-3-methyl-phenyl]-propyl}-3-methyl-thiophene-2-carboxylic acid), Cl.COC(C(C)(C)N)=O (2-amino-2-methyl-propionic acid methyl ester hydrochloride salt). Reported procedure: Using the procedure analogous to Example 52, enantiomer 1 of 5-{1-Ethyl-1-[4-(2-hydroxy-3,3-dirnethyl-butoxy)-3-methyl-phenyl]-propyl}-3-methyl-thiophene-2-carboxylic acid (Example 7) (0.2 g, 0.48 mmol) and 2-amino-2-methyl-propionic acid methyl ester hydrochloride salt (0.018 g, 0.53 mmol) to give the title compound (0.20 g, 0.39 mmol, 71%). 1HNMR (CDC3), δ 0.69 (t, J=7.0 Hz, 6H), 1.01 (s, 9H), 1.60 (s, 6H), 2.02-2.13 (m, 4H), 2.19 (s, 3H), 2.44 (s, 3H), 3.70 (dd, J=8.9, 2.6 Hz, 1H), 3.76 (s, 3... Yields the product COC(C(C)(C)NC(=O)C=1SC(=CC1C)C(CC)(C1=CC(=C(C=C1)OCC(C(C)(C)C)O)C)CC)=O (2-[(5-{1-Ethyl-1-[4-(2-hydroxy-3,3-dimethyl-butoxy)-3-methyl-phenyl]-propyl}-3-methyl-thiophene-2-carbonyl)-amino]-2-methyl-propionic acid methyl ester). Yield: 81.3%. Reactants: COC(=O)C1C(CCCCCCCC=CCCCCCC1)=O (2-Methoxycarbonyl-9-cycloheptadecenone), S(O)(O)(=O)=O (sulfuric acid). Solvent: [OH-].[Na+].C(C)O.C1CCOC1 (NaOH ethanol THF). Run at temperature 80 celsius. Product: C1(CCCCCCCC=CCCCCCCC1)=O (9-Cycloheptadecenone). Isolated yield 94.5%. As a reaction SMILES: COC([CH:5]1[CH2:21][CH2:20][CH2:19][CH2:18][CH2:17][CH2:16][CH:15]=[CH:14][CH2:13][CH2:12][CH2:11][CH2:10][CH2:9][CH2:8][CH2:7][C:6]1=[O:22])=O.S(=O)(=O)(O)O>[OH-].[Na+].C(O)C.C1COCC1>[C:6]1(=[O:22])[CH2:7][CH2:8][CH2:9][CH2:10][CH2:11][CH2:12][CH2:13][CH:14]=[CH:15][CH2:16][CH2:17][CH2:18][CH2:19][CH2:20][CH2:21][CH2:5]1 |f:2.3.4.5|. Procedure details: 2-Methoxycarbonyl-9-cycloheptadecenone (92 mg, 0.30 mmol) was dissolved in a mixed solvent of 5% aqueous NaOH/ethanol/THF (2.5:5.0:2.5, vol./vol./vol.) and the solution was refluxed at 80° C. for 5 hours. After cooling to 0° C., the reaction solution was rendered slightly acidic using 10% sulfuric acid aqueous solution and the whole was further refluxed for 10 minutes. After the evaporation of the solvent under reduced pressure, the residue was extracted with ether. The organic layer was washed ...